Dataset: the Open Reaction Database (ORD), a public repository of structured organic reaction records. Task: describe an organic reaction: reactants, conditions, products, and yield Starting materials: OCC1OC1c1cccc(Br)c1, c1ccc(COc2cccc3c2NCC3)cc1, CC#N, [O-][Cl+3]([O-])([O-])[O-], [O-][Cl+3]([O-])([O-])[O-], [Mg+2], [Mg]. The product is OCC(O)C(c1cccc(Br)c1)N1CCc2cccc(OCc3ccccc3)c21. As a reaction SMILES: [Br:12][c:13]1[cH:14][c:15]([CH:19]2[CH:20]([CH2:22][OH:23])[O:21]2)[cH:16][cH:17][cH:18]1.[CH2:25]([c:26]1[cH:27][cH:28][cH:29][cH:30][cH:31]1)[O:32][c:33]1[cH:34][cH:35][cH:36][c:37]2[c:41]1[NH:40][CH2:39][CH2:38]2.[CH3:42][C:43]#[N:44].[Cl+3:1]([O-:2])([O-:3])([O-:4])[O-:5].[Cl+3:7]([O-:8])([O-:9])([O-:10])[O-:11].[Mg+2:6].[Mg:24]>>[Br:12][c:13]1[cH:14][c:15]([CH:19]([CH:20]([OH:21])[CH2:22][OH:23])[N:40]2[CH2:39][CH2:38][c:37]3[cH:36][cH:35][cH:34][c:33]([O:32][CH2:25][c:26]4[cH:27][cH:28][cH:29][cH:30][cH:31]4)[c:41]32)[cH:16][cH:17][cH:18]1. The reactants are Cc1ccc(C)c(B(O)O)c1, [Na+], [Na+], O=C([O-])[O-], C1COCCO1, O, O=C1N(c2ccccc2)C(c2ccc(Br)cc2)CN1S(=O)(=O)c1ccccc1. Product: Cc1ccc(C)c(-c2ccc(C3CN(S(=O)(=O)c4ccccc4)C(=O)N3c3ccccc3)cc2)c1. As a reaction SMILES: [CH3:29][c:30]1[c:31]([B:37]([OH:38])[OH:39])[cH:32][c:33]([CH3:36])[cH:34][cH:35]1.[Na+:40].[Na+:41].[O-:42][C:43](=[O:44])[O-:45].[O:47]1[CH2:48][CH2:49][O:50][CH2:51][CH2:52]1.[OH2:46].[c:1]1([S:7](=[O:8])(=[O:9])[N:10]2[C:11](=[O:28])[N:12]([c:22]3[cH:23][cH:24][cH:25][cH:26][cH:27]3)[CH:13]([c:15]3[cH:16][cH:17][c:18]([Br:21])[cH:19][cH:20]3)[CH2:14]2)[cH:2][cH:3][cH:4][cH:5][cH:6]1>>[c:1]1([S:7](=[O:8])(=[O:9])[N:10]2[C:11](=[O:28])[N:12]([c:22]3[cH:23][cH:24][cH:25][cH:26][cH:27]3)[CH:13]([c:15]3[cH:16][cH:17][c:18](-[c:31]4[c:30]([CH3:29])[cH:35][cH:34][c:33]([CH3:36])[cH:32]4)[cH:19][cH:20]3)[CH2:14]2)[cH:2][cH:3][cH:4][cH:5][cH:6]1. Reactants: CCOC(=O)CCC(N)C(=O)OCC, ClCCl, CN1CCOCC1, CC(=O)O, CC#N, CN(C)C=O, COc1nnnc(Cl)c1OC, Nc1nc(=O)c2c(CCc3ccc(C(=O)O)cc3)c[nH]c2[nH]1, O, Cc1ccc(S(=O)(=O)O)cc1. The product is CCOC(=O)CCC(NC(=O)c1ccc(CCc2c[nH]c3[nH]c(N)nc(=O)c23)cc1)C(=O)OCC, Cc1ccc(S(=O)(=O)O)cc1. As a reaction SMILES: [CH2:41]([CH3:42])[O:43][C:44]([CH:45]([NH2:46])[CH2:47][CH2:48][C:49](=[O:50])[O:51][CH2:52][CH3:53])=[O:54].[CH2:66]([Cl:67])[Cl:68].[CH3:23][N:24]1[CH2:25][CH2:26][O:27][CH2:28][CH2:29]1.[CH3:70][C:71](=[O:72])[OH:73].[CH3:74][C:75]#[N:76].[CH3:77][N:78]([CH3:79])[CH:80]=[O:81].[Cl:30][c:31]1[n:32][n:33][n:34][c:35]([O:36][CH3:37])[c:38]1[O:39][CH3:40].[NH2:1][c:2]1[n:3][c:4](=[O:22])[c:5]2[c:6]([nH:7]1)[nH:8][cH:9][c:10]2[CH2:11][CH2:12][c:13]1[cH:14][cH:15][c:16]([C:17](=[O:18])[OH:19])[cH:20][cH:21]1.[OH2:69].[c:55]1([CH3:65])[cH:56][cH:57][c:58]([S:61](=[O:62])(=[O:63])[OH:64])[cH:59][cH:60]1>>[NH2:1][c:2]1[n:3][c:4](=[O:22])[c:5]2[c:6]([nH:7]1)[nH:8][cH:9][c:10]2[CH2:11][CH2:12][c:13]1[cH:14][cH:15][c:16]([C:17](=[O:19])[NH:46][CH:45]([C:44]([O:43][CH2:41][CH3:42])=[O:54])[CH2:47][CH2:48][C:49](=[O:50])[O:51][CH2:52][CH3:53])[cH:20][cH:21]1.[c:55]1([CH3:65])[cH:56][cH:57][c:58]([S:61](=[O:62])(=[O:63])[OH:64])[cH:59][cH:60]1. Starting materials: O(C1=CC=CC=C1)C=1C=C(C=CC1)C1OCCO1 (2-(3-phenoxyphenyl)-1,3-dioxolane), S(O)(O)(=O)=O (sulfuric acid), O (water). The solvent is C=1(C(=CC=CC1)C)C (xylene). Yields the product O(C1=CC=CC=C1)C=1C=C(C=O)C=CC1 (3-phenoxybenzaldehyde). Isolated yield 71.0%. RXN SMILES: [O:1]([C:8]1[CH:9]=[C:10]([CH:14]2OCC[O:15]2)[CH:11]=[CH:12][CH:13]=1)[C:2]1[CH:7]=[CH:6][CH:5]=[CH:4][CH:3]=1.S(=O)(=O)(O)O.O>C1(C)C(C)=CC=CC=1>[O:1]([C:8]1[CH:9]=[C:10]([CH:11]=[CH:12][CH:13]=1)[CH:14]=[O:15])[C:2]1[CH:3]=[CH:4][CH:5]=[CH:6][CH:7]=1. Procedure details: As a starting material a solution of crude 2-(3-phenoxyphenyl)-1,3-dioxolane obtained in Example 7 after neutralization is used. The solution in xylene is boiled with a mixture of 48 ml. of concentrated sulfuric acid and 530 ml. of water with stirring for 3 hours. Upon cooling the phases are separated. 211 g. (71%) of 3-phenoxybenzaldehyde are obtained, boiling at 128° to 130° C./0.4 mmHg. The yield is calculated for the starting material of Example 7. The purity of the obtained product is bette... Run in CC(=O)N(C)C (dimethyl acetamide). Procedure details: 35.4 g of oxalic acid bis-hydrazide are suspended in 1000 ml of dimethyl acetamide, the suspension is briefly heated to 100° C and cooled to room temperature, and 93.5 g of salicylic acid chloride are slowly added in such a way that the reaction temperature does not exceed 40° C. After a further 15 minutes' stirring a largely homogeneous, yellowish solution has been obtained. After filtering off the undissolved constituents, the solution is mixed with 1.2 liters of ice water, whereupon the react... Reaction conditions: temperature 100 celsius, time 15 minute. As a reaction SMILES: [C:1]([NH:7][NH2:8])([C:3]([NH:5][NH2:6])=[O:4])=[O:2].[C:9](Cl)(=[O:17])[C:10]1[C:11](=[CH:13][CH:14]=[CH:15][CH:16]=1)[OH:12]>CC(N(C)C)=O>[C:9]([N:5]([C:3](=[O:4])[C:1]([NH:7][NH2:8])=[O:2])[NH:6][C:9](=[O:17])[C:10]1[C:11](=[CH:13][CH:14]=[CH:15][CH:16]=1)[OH:12])(=[O:17])[C:10]1[C:11](=[CH:13][CH:14]=[CH:15][CH:16]=1)[OH:12]. The product is C(C=1C(O)=CC=CC1)(=O)N(NC(C=1C(O)=CC=CC1)=O)C(C(=O)NN)=O (N,N'-bis-(salicyloyl)-oxalic acid dihydrazide). Starting materials: C(=O)(C(=O)NN)NN (oxalic acid bis-hydrazide), C(C=1C(O)=CC=CC1)(=O)Cl (salicylic acid chloride).